Dataset: the Open Reaction Database (ORD), a public repository of structured organic reaction records. Task: describe an organic reaction: reactants, conditions, products, and yield The reactants are CC(COCc1ccccc1)NC(=O)OC(C)(C)C, ClCCl, O=C(O)C(F)(F)F. Yields the product CC(N)COCc1ccccc1. Reaction SMILES: [CH2:1]([c:2]1[cH:3][cH:4][cH:5][cH:6][cH:7]1)[O:8][CH2:9][CH:10]([CH3:11])[NH:12][C:13]([O:14][C:15]([CH3:16])([CH3:17])[CH3:18])=[O:19].[Cl:27][CH2:28][Cl:29].[OH:20][C:21]([C:22]([F:23])([F:24])[F:25])=[O:26]>>[CH2:1]([c:2]1[cH:3][cH:4][cH:5][cH:6][cH:7]1)[O:8][CH2:9][CH:10]([CH3:11])[NH2:12]. Reactants: COC=1C=C2C(C(NC2=CC1)=S)C (5-methoxy-3-methylthio-2-oxindole), C(C)O (ethanol). The solvent is [Ni] (Ni). Yields the product COC=1C=C2CC(NC2=CC1)=O (5-methoxy-2-oxindole). The yield is 71.0%. Reaction SMILES: [CH3:1][O:2][C:3]1[CH:4]=[C:5]2[C:9](=[CH:10][CH:11]=1)[NH:8][C:7](=S)[CH:6]2C.C([OH:16])C>[Ni]>[CH3:1][O:2][C:3]1[CH:4]=[C:5]2[C:9](=[CH:10][CH:11]=1)[NH:8][C:7](=[O:16])[CH2:6]2. Reported procedure: Desulfurization of 1.5 g (7.17 mmol) of 5-methoxy-3-methylthio-2-oxindole dissolved in 100 ml of absolute ethanol with W-2 Raney-Ni gave in 71% yield 5-methoxy-2-oxindole, mp. 148.5°-150.5° (lit. mp. 152°-154°).*